Dataset: the Open Reaction Database (ORD), a public repository of structured organic reaction records. Task: describe an organic reaction: reactants, conditions, products, and yield Reactants: COC(CC1=CNC2=CC=C(C=C12)O)=O ((5-hydroxy-1H-indol-3-yl)-acetic acid methyl ester), C([O-])([O-])=O.[Cs+].[Cs+] (cesium carbonate), C(C)(=O)OCCBr (2-bromoethyl acetate). The solvent is CC(=O)C (acetone). The product is COC(CC1=CNC2=CC=C(C=C12)OCCOC(C)=O)=O ([5-(2-Acetoxy-ethoxy)-1H-indol-3-yl]-acetic acid methyl ester). As a reaction SMILES: [CH3:1][O:2][C:3](=[O:15])[CH2:4][C:5]1[C:13]2[C:8](=[CH:9][CH:10]=[C:11]([OH:14])[CH:12]=2)[NH:7][CH:6]=1.C(=O)([O-])[O-].[Cs+].[Cs+].[C:22]([O:25][CH2:26][CH2:27]Br)(=[O:24])[CH3:23]>CC(C)=O>[CH3:1][O:2][C:3](=[O:15])[CH2:4][C:5]1[C:13]2[C:8](=[CH:9][CH:10]=[C:11]([O:14][CH2:27][CH2:26][O:25][C:22](=[O:24])[CH3:23])[CH:12]=2)[NH:7][CH:6]=1 |f:1.2.3|. Procedure: To a solution of (5-hydroxy-1H-indol-3-yl)-acetic acid methyl ester (670 mg, 3.26 mmol) in acetone (15 mL) was added cesium carbonate (1.17 g, 3.59 mmol) and 2-bromoethyl acetate (395 μL, 3.59 mmol). The suspension was refluxed overnight under nitrogen. Acetone was concentrated and the residue was dissolved in water and extracted twice with EtOAc. The combined organic layers were dried over Na2SO4, filtered and concentrated. The crude residue was purified by flash column chromatography on silica... The reactants are BrC1=CC(=C(C=C1)I)C (4-bromo-1-iodo-2-methylbenzene), CS(=O)O (Methanesulfinic acid), [Na] (sodium). The reagents and catalysts are [Cu]I (Copper(I) iodide). The solvent is CS(=O)C (DMSO). Run at temperature 125 celsius, time 3 hour. Yields the product BrC1=CC(=C(C=C1)S(=O)(=O)C)C (4-bromo-2-methyl-1-(methylsulfonyl)benzene). RXN SMILES: [Br:1][C:2]1[CH:7]=[CH:6][C:5](I)=[C:4]([CH3:9])[CH:3]=1.[CH3:10][S:11]([OH:13])=[O:12].[Na]>[Cu]I.CS(C)=O>[Br:1][C:2]1[CH:7]=[CH:6][C:5]([S:11]([CH3:10])(=[O:13])=[O:12])=[C:4]([CH3:9])[CH:3]=1 |^1:13|. Procedure: A mixture of 4-bromo-1-iodo-2-methylbenzene (240 μL, 1.68 mmol, Aldrich), Copper(I) iodide (353 mg, 1.85 mmol, Alfa Aesar), Methanesulfinic acid, sodium salt (688 mg, 6.74 mmol, Alfa Aesar) and DMSO (7.2 mL) was purged with Argon and then heated under microwave condition at 125° C. for 20 min. The resulting mixture was stirred at 100° C. for 3 h and then cooled to room temperature. The reaction mixture was diluted with H2O and extracted with EtOAc (2×). The organic layers were combined and washe...